Dataset: the Open Reaction Database (ORD), a public repository of structured organic reaction records. Task: describe an organic reaction: reactants, conditions, products, and yield Starting materials: [Al+3], CC(C)CC(=O)Cl, [Cl-], [Cl-], [Cl-], Cl, O=[N+]([O-])c1ccccc1, Oc1ccc(O)c(O)c1. The product is CC(C)CC(=O)c1cc(O)c(O)cc1O. RXN SMILES: [Al+3:11].[C:14]([CH2:15][CH:16]([CH3:17])[CH3:18])(=[O:19])[Cl:20].[Cl-:10].[Cl-:12].[Cl-:13].[ClH:21].[O-:22][N+:23]([c:24]1[cH:25][cH:26][cH:27][cH:28][cH:29]1)=[O:30].[OH:1][c:2]1[c:3]([OH:4])[cH:5][cH:6][c:7]([OH:9])[cH:8]1>>[OH:1][c:2]1[c:3]([OH:4])[cH:5][c:6]([C:14]([CH2:15][CH:16]([CH3:17])[CH3:18])=[O:19])[c:7]([OH:9])[cH:8]1. Starting materials: [Al+3], [H-], [H-], [H-], [H-], [Li+], O=C1CCSc2ccccc21. Yields the product OC1CCSc2ccccc21. RXN SMILES: [Al+3:13].[H-:12].[H-:15].[H-:16].[H-:17].[Li+:14].[S:1]1[CH2:2][CH2:3][C:4](=[O:11])[c:5]2[cH:6][cH:7][cH:8][cH:9][c:10]21>>[S:1]1[CH2:2][CH2:3][CH:4]([OH:11])[c:5]2[cH:6][cH:7][cH:8][cH:9][c:10]21. The reactants are IC=1C=C2C=C(C=NC2=CC1)O (6-iodoquinolin-3-ol), [Cl-].C(C)(C)(C)OC(C[Zn+])=O (2-tert-butoxy-2-oxoethylzinc chloride). Reagents/catalysts: C=1C=CC(=CC1)[P](C=2C=CC=CC2)(C=3C=CC=CC3)[Pd]([P](C=4C=CC=CC4)(C=5C=CC=CC5)C=6C=CC=CC6)([P](C=7C=CC=CC7)(C=8C=CC=CC8)C=9C=CC=CC9)[P](C=1C=CC=CC1)(C=1C=CC=CC1)C=1C=CC=CC1 (tetrakis(triphenylphosphine)palladium(0)). The solvent is C1CCOC1 (THF). Reaction conditions: temperature 75 celsius, time 3 hour. Product: OC=1C=NC2=CC=C(C=C2C1)CC(=O)OC(C)(C)C (tert-butyl 2-(3-hydroxyquinolin-6-yl)acetate). As a reaction SMILES: I[C:2]1[CH:3]=[C:4]2[C:9](=[CH:10][CH:11]=1)[N:8]=[CH:7][C:6]([OH:12])=[CH:5]2.[Cl-].[C:14]([O:18][C:19](=[O:22])[CH2:20][Zn+])([CH3:17])([CH3:16])[CH3:15]>C1COCC1.C1C=CC([P]([Pd]([P](C2C=CC=CC=2)(C2C=CC=CC=2)C2C=CC=CC=2)([P](C2C=CC=CC=2)(C2C=CC=CC=2)C2C=CC=CC=2)[P](C2C=CC=CC=2)(C2C=CC=CC=2)C2C=CC=CC=2)(C2C=CC=CC=2)C2C=CC=CC=2)=CC=1>[OH:12][C:6]1[CH:7]=[N:8][C:9]2[C:4]([CH:5]=1)=[CH:3][C:2]([CH2:20][C:19]([O:18][C:14]([CH3:17])([CH3:16])[CH3:15])=[O:22])=[CH:11][CH:10]=2 |f:1.2,^1:31,33,52,71|. Reported procedure: A stirred solution of 6-iodoquinolin-3-ol (1.76 g, 6 mmol) in THF (10 mL) was treated with 2-tert-butoxy-2-oxoethylzinc chloride (39 ml, 19 mmol) followed by tetrakis(triphenylphosphine)palladium(0) (0.8 g, 0.6 mmol). After the addition, it was heated to reflux (75° C.) under N2. After 3 h, TLC 89368-3-1 showed no sign of starting material. Reaction was stop. The reaction was cooled to rt. Solvent was removed. The residue was stirred in EtOAc/10% EDTA (50 mL/50 mL) solution mixture. After 1 h, t... As a reaction SMILES: [Br:1][c:2]1[c:3]([CH3:18])[c:4]([O:5][C:6]([C:7](=[O:8])[O:9][CH3:10])([CH3:11])[CH3:12])[cH:13][c:14]([CH3:17])[c:15]1[CH3:16].[CH3:19][CH2:20][CH2:21][CH2:22][CH2:23][CH3:24]>>[Br:1][c:2]1[c:3]([CH3:18])[c:4]([O:5][C:6]([C:7](=[O:8])[OH:9])([CH3:11])[CH3:12])[cH:13][c:14]([CH3:17])[c:15]1[CH3:16]. Starting materials: COC(=O)C(C)(C)Oc1cc(C)c(C)c(Br)c1C, CCCCCC. Yields the product Cc1cc(OC(C)(C)C(=O)O)c(C)c(Br)c1C. Starting materials: C(C)OC(=O)N1CCN(CC1)C(=S)Cl (4-ethoxycarbonyl-1-piperazinyl-thiocarbonyl chloride), NC1=C(CC=2NC=CN2)C=CC=C1 (2-(2-aminobenzyl)imidazole). Run in C(Cl)Cl (methylene chloride), O1CCCC1 (tetrahydrofuran), C(C)N(CC)CC (triethylamine). The product is N1C(=NC=C1)CC1=C(C=CC=C1)NC(=S)N1CCN(CC1)C(=O)OCC (1-[2-(2-imidazolylmethyl)-phenylthiocarbamoyl]-4-ethoxycarbonylpiperazine). Reaction SMILES: [NH2:1][C:2]1[CH:13]=[CH:12][CH:11]=[CH:10][C:3]=1[CH2:4][C:5]1[NH:6][CH:7]=[CH:8][N:9]=1.[CH2:14]([O:16][C:17]([N:19]1[CH2:24][CH2:23][N:22]([C:25](Cl)=[S:26])[CH2:21][CH2:20]1)=[O:18])[CH3:15]>O1CCCC1.C(N(CC)CC)C.C(Cl)Cl>[NH:9]1[CH:8]=[CH:7][N:6]=[C:5]1[CH2:4][C:3]1[CH:10]=[CH:11][CH:12]=[CH:13][C:2]=1[NH:1][C:25]([N:22]1[CH2:23][CH2:24][N:19]([C:17]([O:16][CH2:14][CH3:15])=[O:18])[CH2:20][CH2:21]1)=[S:26]. Procedure: To a suspension of 3.8 g of 2-(2-aminobenzyl)imidazole in 38 ml of tetrahydrofuran and 3.23 ml of triethylamine was added dropwise a solution of 5.5 g of 4-ethoxycarbonyl-1-piperazinyl-thiocarbonyl chloride in 10 ml of methylene chloride at room temperature. The mixture was stirred for 1 week and the suspension filtered. The filtrate was washed with first 10% aqueous potassium carbonate, then with water, dried and evaporated to dryness to give amorphous 1-[2-(2-imidazolylmethyl)-phenylthiocarbam...